This data is from the Open Reaction Database (ORD), a public repository of structured organic reaction records. The task is: describe an organic reaction: reactants, conditions, products, and yield The reactants are C(C)C=1C=C(C=CC1CC)C[C@H](C(=O)O)NC(=O)N1CCC(CC1)N1C(NC2=C(CC1)C=CC=C2)=O ((R)-3-(3,4-diethyl-phenyl)-2-{[4-(2-oxo-1,2,4,5-tetrahydro-1,3-benzodiazepin-3-yl)-piperidine-1-carbonyl]-amino}-propionic acid), N1CC(C1)N1CCCCCC1 (1-azetidin-3-yl-perhydro-azepine). Yields the product N1(CCCCCC1)C1CN(C1)C([C@@H](CC1=CC(=C(C=C1)CC)CC)NC(=O)N1CCC(CC1)N1C(NC2=C(CC1)C=CC=C2)=O)=O (4-(2-oxo-1,2,4,5-tetrahydro-1,3-benzodiazepin-3-yl)-piperidine-1-carboxylic acid [(R)-2-(3-azepan-1-yl-azetidin-1-yl)-1-(3,4-diethyl-benzyl)-2-oxo-ethyl]-amide). Reaction SMILES: [CH2:1]([C:3]1[CH:4]=[C:5]([CH2:11][C@@H:12]([NH:16][C:17]([N:19]2[CH2:24][CH2:23][CH:22]([N:25]3[CH2:31][CH2:30][C:29]4[CH:32]=[CH:33][CH:34]=[CH:35][C:28]=4[NH:27][C:26]3=[O:36])[CH2:21][CH2:20]2)=[O:18])[C:13](O)=[O:14])[CH:6]=[CH:7][C:8]=1[CH2:9][CH3:10])[CH3:2].[NH:37]1[CH2:40][CH:39]([N:41]2[CH2:47][CH2:46][CH2:45][CH2:44][CH2:43][CH2:42]2)[CH2:38]1>>[N:41]1([CH:39]2[CH2:38][N:37]([C:13](=[O:14])[C@H:12]([NH:16][C:17]([N:19]3[CH2:24][CH2:23][CH:22]([N:25]4[CH2:31][CH2:30][C:29]5[CH:32]=[CH:33][CH:34]=[CH:35][C:28]=5[NH:27][C:26]4=[O:36])[CH2:21][CH2:20]3)=[O:18])[CH2:11][C:5]3[CH:6]=[CH:7][C:8]([CH2:9][CH3:10])=[C:3]([CH2:1][CH3:2])[CH:4]=3)[CH2:40]2)[CH2:47][CH2:46][CH2:45][CH2:44][CH2:43][CH2:42]1. Reported procedure: Prepared analogously to Example 34 from (R)-3-(3,4-diethyl-phenyl)-2-{[4-(2-oxo-1,2,4,5-tetrahydro-1,3-benzodiazepin-3-yl)-piperidine-1-carbonyl]-amino}-propionic acid and 1-azetidin-3-yl-perhydro-azepine. Starting materials: CO, [Na+], [OH-], O, CCOC(=O)c1ccc2c(c1)C(NCc1cccnc1)c1ccccc1CO2. The product is O=C(O)c1ccc2c(c1)C(NCc1cccnc1)c1ccccc1CO2. As a reaction SMILES: [CH3:29][OH:30].[Na+:32].[OH-:31].[OH2:33].[n:1]1[cH:2][c:3]([CH2:7][NH:8][CH:9]2[c:10]3[c:11]([cH:20][cH:21][c:22]([C:24](=[O:25])[O:26][CH2:27][CH3:28])[cH:23]3)[O:12][CH2:13][c:14]3[c:15]2[cH:16][cH:17][cH:18][cH:19]3)[cH:4][cH:5][cH:6]1>>[n:1]1[cH:2][c:3]([CH2:7][NH:8][CH:9]2[c:10]3[c:11]([cH:20][cH:21][c:22]([C:24](=[O:25])[OH:26])[cH:23]3)[O:12][CH2:13][c:14]3[c:15]2[cH:16][cH:17][cH:18][cH:19]3)[cH:4][cH:5][cH:6]1. As a reaction SMILES: [F:1][C:2]([F:20])([F:19])[C:3]1[CH:8]=[CH:7][N:6]=[C:5]([O:9][C:10]2[CH:15]=[CH:14][C:13]([CH2:16][CH2:17][OH:18])=[CH:12][CH:11]=2)[CH:4]=1.[H-].[Na+].[NH2:23][C:24]1[C:29]([N+:30]([O-])=O)=[C:28](Cl)[N:27]=[CH:26][N:25]=1.[OH2:34].CS(C)=[O:37]>>[N+:23]([C:24]1[C:29]([NH2:30])=[C:28]([O:18][CH2:17][CH2:16][C:13]2[CH:12]=[CH:11][C:10]([O:9][C:5]3[CH:4]=[C:3]([C:2]([F:19])([F:1])[F:20])[CH:8]=[CH:7][N:6]=3)=[CH:15][CH:14]=2)[N:27]=[CH:26][N:25]=1)([O-:37])=[O:34] |f:1.2|. Reaction conditions: temperature 55 celsius. The reactants are NC1=NC=NC(=C1[N+](=O)[O-])Cl (4-amino-5-nitro-6-chloropyrimidine), O (H2O), FC(C1=CC(=NC=C1)OC1=CC=C(C=C1)CCO)(F)F (2-[4-(4-Trifluoromethylpyridin-2-yloxy)-phenyl]-ethanol), product, CS(=O)C (DMSO), [H-].[Na+] (NaH). The product is [N+](=O)([O-])C1=NC=NC(=C1N)OCCC1=CC=C(C=C1)OC1=NC=CC(=C1)C(F)(F)F (4-Nitro-6-{2-[4-(4-trifluoromethylpyridin-2-yloxy)-phenyl]-ethoxy}-pyrimidin-5-ylamine). Procedure details: 2-[4-(4-Trifluoromethylpyridin-2-yloxy)-phenyl]-ethanol (product from Step 1; 400 mg, 1.4 mmol) was dissolved in DMSO (10 mL), treated with 95% NaH (36 mg, 1.5 mmol) and the mixture was warmed to 50-60° C. to produce a clear solution. Upon cooling the mixture was treated with 4-amino-5-nitro-6-chloropyrimidine (260 mg, 1.5 mmol) and heated at 45° C. for 6 h. After cooling the mixture was poured into H2O (60 mL) and the precipitate was collected by suction filtration, washed with H2O and air-drie... Reactants: CC1(O[C@H]2[C@@H](O1)O[C@@H](C2)[C@@H](CO)O)C ((1R)-1-[(3aR,5S,6aR)-2,2-dimethyl-3a,5,6,6a-tetrahydrofuro[2,3-d][1,3]dioxol-5-yl]ethane-1,2-diol), C1(=CC=C(C=C1)S(=O)(=O)Cl)C (p-toluenesulfonyl chloride). Run in N1=CC=CC=C1 (pyridine). Conditions: time 12 hour. Yields the product CC1=CC=C(C=C1)S(=O)(=O)OC[C@@H](O)[C@@H]1C[C@@H]2[C@@H](OC(O2)(C)C)O1 ([(2R)-2-[(3aR,5S,6aR)-2,2-dimethyl-3a,5,6,6a-tetrahydrofuro[2,3-d][1,3]dioxol-5-yl]-2-hydroxy-ethyl] 4-methylbenzenesulfonate). Yield: 74.0%. RXN SMILES: [CH3:1][C:2]1([CH3:14])[O:6][C@H:5]2[O:7][C@H:8]([C@H:10]([OH:13])[CH2:11][OH:12])[CH2:9][C@H:4]2[O:3]1.[C:15]1([CH3:25])[CH:20]=[CH:19][C:18]([S:21](Cl)(=[O:23])=[O:22])=[CH:17][CH:16]=1>N1C=CC=CC=1>[CH3:25][C:15]1[CH:20]=[CH:19][C:18]([S:21]([O:12][CH2:11][C@H:10]([C@H:8]2[O:7][C@@H:5]3[O:6][C:2]([CH3:14])([CH3:1])[O:3][C@@H:4]3[CH2:9]2)[OH:13])(=[O:23])=[O:22])=[CH:17][CH:16]=1. Reported procedure: To a solution of (1R)-1-[(3aR,5S,6aR)-2,2-dimethyl-3a,5,6,6a-tetrahydrofuro[2,3-d][1,3]dioxol-5-yl]ethane-1,2-diol (100 g, 490 mmol) in dry pyridine (1000 mL) was added p-toluenesulfonyl chloride (139 g, 735 mmol) at 0° C. After being stirred at room temperature for 12 hours, the resulted solution was quenched by water (100 mL) and concentrated in vacuo. The residue was purified by column chromatography on silica gel (eluting with 1:10 to 1:3 EtOAc in petroleum ether) to afford 130 g of [(2R)-2-... Starting materials: ClC1=CC2=C(C(NC3=NC=CC=C23)=O)C=C1 (9-Chloro-5H-benzo[c][1,8]naphthyridin-6-one), NC=1C(=CC=CC1)C (o-toluidine). Product: C1(=C(C=CC=C1)NC1=CC2=C(C(NC3=NC=CC=C23)=O)C=C1)C (9-o-Tolylamino-5H-benzo[c][1,8]naphthyridin-6-one). The yield is 23.9%. As a reaction SMILES: Cl[C:2]1[CH:16]=[CH:15][C:5]2[C:6](=[O:14])[NH:7][C:8]3[C:13]([C:4]=2[CH:3]=1)=[CH:12][CH:11]=[CH:10][N:9]=3.[NH2:17][C:18]1[C:19]([CH3:24])=[CH:20][CH:21]=[CH:22][CH:23]=1>>[C:19]1([CH3:24])[CH:20]=[CH:21][CH:22]=[CH:23][C:18]=1[NH:17][C:2]1[CH:16]=[CH:15][C:5]2[C:6](=[O:14])[NH:7][C:8]3[C:13]([C:4]=2[CH:3]=1)=[CH:12][CH:11]=[CH:10][N:9]=3. Procedure: The title compound was synthesized according to the procedure described for the preparation of Example 231 using 6 (100 mg, 0.43 mmol) and o-toluidine (0.07 mL, 0.65 mmol) to provide 240 (31 mg, 21% yield) as a yellow/green powder. LC-MS (M+H (parent)=302, obsd.=302). 1H NMR (400 MHz, d6-DMSO): δ 11.63 (s, 1H), 8.44 (dd, 1H), 8.37 (s, 1H), 8.33 (dd, 1H), 8.10 (d, 1H), 7.55 (d, 1H), 7.33 (m, 2H), 7.25 (m, 2H), 7.11 (m, 1H), 7.07 (dd, 1H), 2.24 (s, 3H). The reactants are ClC=1C=C(C=CC1)C(C#N)CC (2-(3-chloro-phenyl)-butyronitrile), C(CN)N (ethylene diamine). Product: ClC=1C=C(C=CC1)C(CC)C=1NCCN1 (rac-2-[1-(3-Chloro-phenyl)-propyl]-4,5-dihydro-1H-imidazole). Reaction SMILES: [Cl:1][C:2]1[CH:3]=[C:4]([CH:8]([CH2:11][CH3:12])[C:9]#[N:10])[CH:5]=[CH:6][CH:7]=1.[CH2:13](N)[CH2:14][NH2:15]>>[Cl:1][C:2]1[CH:3]=[C:4]([CH:8]([C:9]2[NH:15][CH2:14][CH2:13][N:10]=2)[CH2:11][CH3:12])[CH:5]=[CH:6][CH:7]=1. Procedure details: rac-2-[1-(3-Chloro-phenyl)-propyl]-4,5-dihydro-1H-imidazole was prepared from 2-(3-chloro-phenyl)-butyronitrile and ethylene diamine in analogy to Example 22: colourless powder;MS (ISP): 223.0 ((M+H)+.). Yields the product Cc1nc(Cl)ccc1COCCN1CCOCC1=O. Reaction SMILES: [Br:13][CH2:14][c:15]1[c:16]([CH3:22])[n:17][c:18]([Cl:21])[cH:19][cH:20]1.[CH2:24]1[O:25][CH2:26][CH2:27][CH2:28]1.[ClH:23].[H-:1].[Na+:2].[OH2:29].[OH:3][CH2:4][CH2:5][N:6]1[C:7](=[O:12])[CH2:8][O:9][CH2:10][CH2:11]1>>[O:3]([CH2:4][CH2:5][N:6]1[C:7](=[O:12])[CH2:8][O:9][CH2:10][CH2:11]1)[CH2:14][c:15]1[c:16]([CH3:22])[n:17][c:18]([Cl:21])[cH:19][cH:20]1. Reactants: Cc1nc(Cl)ccc1CBr, C1CCOC1, Cl, [H-], [Na+], O, O=C1COCCN1CCO. Reactants: CCCCCC, CO, CC(C)[Al+]C(C)C, ClCCl, [H-], [Na+], [Na+], [OH-], O=C([O-])O, COC(=O)c1ccc2c(c1)N(C(=O)N1CCC(c3cccnc3)C1)CCO2. The product is O=C(N1CCC(c2cccnc2)C1)N1CCOc2ccc(CO)cc21. Reaction SMILES: [CH3:43][CH2:44][CH2:45][CH2:46][CH2:47][CH3:48].[CH3:49][OH:50].[CH:29]([Al+:30][CH:31]([CH3:32])[CH3:33])([CH3:34])[CH3:35].[Cl:51][CH2:52][Cl:53].[H-:28].[Na+:37].[Na+:38].[OH-:36].[OH:39][C:40](=[O:41])[O-:42].[n:1]1[cH:2][c:3]([CH:7]2[CH2:8][N:9]([C:12](=[O:13])[N:14]3[CH2:15][CH2:16][O:17][c:18]4[c:19]3[cH:20][c:21]([C:24](=[O:25])[O:26][CH3:27])[cH:22][cH:23]4)[CH2:10][CH2:11]2)[cH:4][cH:5][cH:6]1>>[n:1]1[cH:2][c:3]([CH:7]2[CH2:8][N:9]([C:12](=[O:13])[N:14]3[CH2:15][CH2:16][O:17][c:18]4[c:19]3[cH:20][c:21]([CH2:24][OH:25])[cH:22][cH:23]4)[CH2:10][CH2:11]2)[cH:4][cH:5][cH:6]1.